Dataset: the Open Reaction Database (ORD), a public repository of structured organic reaction records. Task: describe an organic reaction: reactants, conditions, products, and yield Reactants: COC=1C(=C(CC=2C=CC(=C(C(=O)OC)C2)OCC(=O)OC(C)(C)C)C(=C(C1OC)OC)OC)C (Methyl 5-(3,4,5,6-tetramethoxy-2-methylbenzyl)-2-(tert-butoxycarbonylmethyloxy)benzoate), O=[N+]([O-])[O-].[O-][N+]([O-])=O.[O-][N+]([O-])=O.[O-][N+]([O-])=O.[O-][N+]([O-])=O.[O-][N+]([O-])=O.[Ce+4].[NH4+].[NH4+] (CAN). Solvent: O (water), C(C)#N (acetonitrile), O (water). The product is COC=1C(C(=C(C(C1OC)=O)CC=1C=CC(=C(C(=O)OC)C1)OCC(=O)OC(C)(C)C)C)=O (Methyl 5-(5,6-Dimethoxy-3-methyl-1,4-benzoquinon-2-yl)methyl-2-(tert-butoxycarbonylmethyloxy)benzoate). The yield is 68.0%. As a reaction SMILES: C[O:2][C:3]1[C:4]([CH3:35])=[C:5]([C:26]([O:33]C)=[C:27]([O:31][CH3:32])[C:28]=1[O:29][CH3:30])[CH2:6][C:7]1[CH:8]=[CH:9][C:10]([O:17][CH2:18][C:19]([O:21][C:22]([CH3:25])([CH3:24])[CH3:23])=[O:20])=[C:11]([CH:16]=1)[C:12]([O:14][CH3:15])=[O:13].O=[N+]([O-])[O-].[O-][N+](=O)[O-].[O-][N+](=O)[O-].[O-][N+](=O)[O-].[O-][N+](=O)[O-].[O-][N+](=O)[O-].[Ce+4].[NH4+].[NH4+]>C(#N)C.O>[CH3:30][O:29][C:28]1[C:3](=[O:2])[C:4]([CH3:35])=[C:5]([CH2:6][C:7]2[CH:8]=[CH:9][C:10]([O:17][CH2:18][C:19]([O:21][C:22]([CH3:24])([CH3:23])[CH3:25])=[O:20])=[C:11]([CH:16]=2)[C:12]([O:14][CH3:15])=[O:13])[C:26](=[O:33])[C:27]=1[O:31][CH3:32] |f:1.2.3.4.5.6.7.8.9|. Procedure details: Methyl 5-(3,4,5,6-tetramethoxy-2-methylbenzyl)-2-(tert-butoxycarbonylmethyloxy)benzoate (1.25 g, 2.56 mmol) was dissolved in a mixed solution of acetonitrile (30 ml) and water (10 ml) and after adding thereto CAN (3.50 g, 6.39 mmol) at room temperature, the solution was stirred at room temperature for 1 hour. The reaction solution was diluted with water and then extracted with ether. The extract was washed with water and then dried, and the solvent was removed by distillation. The obtained resid...